Dataset: the Open Reaction Database (ORD), a public repository of structured organic reaction records. Task: describe an organic reaction: reactants, conditions, products, and yield Reactants: N (ammonia), COC=1C=C2C(=CC=NC2=CC1OC)C(C#N)C1=CC=C(C=C1)Br (2- (6, 7-Dimethoxy-4-quinolyl)-2-(4-bromophenyl)acetonitrile), Cl (hydrochloric acid). The solvent is S(O)(O)(=O)=O (sulfuric acid). The product is COC=1C=C2C(=CC=NC2=CC1OC)CC1=CC=C(C=C1)Br (6,7-Dimethoxy-4-(4-bromophenylmethyl)quinoline). Yield: 32.7%. As a reaction SMILES: [CH3:1][O:2][C:3]1[CH:4]=[C:5]2[C:10](=[CH:11][C:12]=1[O:13][CH3:14])[N:9]=[CH:8][CH:7]=[C:6]2[CH:15]([C:18]1[CH:23]=[CH:22][C:21]([Br:24])=[CH:20][CH:19]=1)C#N.N.Cl>S(=O)(=O)(O)O>[CH3:1][O:2][C:3]1[CH:4]=[C:5]2[C:10](=[CH:11][C:12]=1[O:13][CH3:14])[N:9]=[CH:8][CH:7]=[C:6]2[CH2:15][C:18]1[CH:19]=[CH:20][C:21]([Br:24])=[CH:22][CH:23]=1. Reported procedure: 2-(6,7-Dimethoxy-4-quinolyl)-2-(4-bromophenyl)acetonitrile (850 mg) obtained in Example 161 was dissolved in 60% aqueous sulfuric acid (5 ml), and the solution was refluxed with heat for 1 hour and then poured into a container with ice and aqueous ammonia. The solution was neutralized with hydrochloric acid and extracted with methylene chloride. After drying with anhydrous sodium sulfate and removing the solvent by distillation, the resulting residue was purified by column chromatography on sili... Reactants: BrCCOC1=CC=C(C=C1)OCCNC(=O)OC(C)(C)C (1-(2-bromoethoxy)-4-(2-tertiary butoxycarbonylaminoethoxy)-benzene), COC(=O)C1=C(NC(=C(C1C1=CC(=CC=C1)[N+](=O)[O-])C(=O)O)C)C (1,4-dihydro-2,6-dimethyl-4-(m-nitrophenyl)-3,5-pyridine-dicarboxylic acid monomethyl ester), C([O-])([O-])=O.[K+].[K+] (potassium carbonate). The solvent is C(C)#N (acetonitrile). The product is COC(=O)C=1C(C(=C(NC1C)C)C(=O)OCCOC1=CC=C(C=C1)OCCNC(=O)OC(C)(C)C)C1=CC(=CC=C1)[N+](=O)[O-] (1,4-dihydro-2,6-dimethyl-4-(m-nitrophenyl)-pyridine-3,5-dicarboxylic acid 3-{2-[p-(2-tertiary butoxycarbonylaminoethoxy)-phenoxy]-ethyl}-ester 5-methyl ester). RXN SMILES: Br[CH2:2][CH2:3][O:4][C:5]1[CH:10]=[CH:9][C:8]([O:11][CH2:12][CH2:13][NH:14][C:15]([O:17][C:18]([CH3:21])([CH3:20])[CH3:19])=[O:16])=[CH:7][CH:6]=1.[CH3:22][O:23][C:24]([C:26]1[CH:31]([C:32]2[CH:37]=[CH:36][CH:35]=[C:34]([N+:38]([O-:40])=[O:39])[CH:33]=2)[C:30]([C:41]([OH:43])=[O:42])=[C:29]([CH3:44])[NH:28][C:27]=1[CH3:45])=[O:25].C(=O)([O-])[O-].[K+].[K+]>C(#N)C>[CH3:22][O:23][C:24]([C:26]1[CH:31]([C:32]2[CH:37]=[CH:36][CH:35]=[C:34]([N+:38]([O-:40])=[O:39])[CH:33]=2)[C:30]([C:41]([O:43][CH2:2][CH2:3][O:4][C:5]2[CH:10]=[CH:9][C:8]([O:11][CH2:12][CH2:13][NH:14][C:15]([O:17][C:18]([CH3:21])([CH3:20])[CH3:19])=[O:16])=[CH:7][CH:6]=2)=[O:42])=[C:29]([CH3:44])[NH:28][C:27]=1[CH3:45])=[O:25] |f:2.3.4|. Reported procedure: 8.7 g (24 mmol) of the bromine derivative obtained in step 2b), 8.0 g (24 mmol) of 1,4-dihydro-2,6-dimethyl-4-(m-nitrophenyl)-3,5-pyridine-dicarboxylic acid monomethyl ester and 6.6 g (48 mmol) of potassium carbonate are heated at boiling in 100 ml of acetonitrile for 20 hours while stirring and under reflux. Working up analogously to Example 1c yields 1,4-dihydro-2,6-dimethyl-4-(m-nitrophenyl)-pyridine-3,5-dicarboxylic acid 3-{2-[p-(2-tertiary butoxycarbonylaminoethoxy)-phenoxy]-ethyl}-ester 5-...